This data is from the Open Reaction Database (ORD), a public repository of structured organic reaction records. The task is: describe an organic reaction: reactants, conditions, products, and yield The reactants are ClC1=C(C=C(C=C1)S(=O)(=O)N(COC)C=1C(=NC=C(C1)Cl)C(C1=C(C=CC=C1)C=1OC=CN1)=O)C(F)(F)F (4-Chloro-N-[5-chloro-2-(2-oxazol-2-yl-benzoyl)-pyridin-3-yl]-N-methoxymethyl-3-trifluoromethyl-benzenesulfonamide), O (water). Run in Cl (HCl), O1CCOCC1 (dioxane). Yields the product ClC1=C(C=C(C=C1)S(=O)(=O)NC=1C(=NC=C(C1)Cl)C(C1=C(C=CC=C1)C=1OC=CN1)=O)C(F)(F)F (4-Chloro-N-[5-chloro-2-(2-oxazol-2-yl-benzoyl)-pyridin-3-yl]-3-trifluoromethyl-benzenesulfonamide). Isolated yield 57.7%. Reaction SMILES: [Cl:1][C:2]1[CH:7]=[CH:6][C:5]([S:8]([N:11]([C:15]2[C:16]([C:22](=[O:34])[C:23]3[CH:28]=[CH:27][CH:26]=[CH:25][C:24]=3[C:29]3[O:30][CH:31]=[CH:32][N:33]=3)=[N:17][CH:18]=[C:19]([Cl:21])[CH:20]=2)COC)(=[O:10])=[O:9])=[CH:4][C:3]=1[C:35]([F:38])([F:37])[F:36].O>Cl.O1CCOCC1>[Cl:1][C:2]1[CH:7]=[CH:6][C:5]([S:8]([NH:11][C:15]2[C:16]([C:22](=[O:34])[C:23]3[CH:28]=[CH:27][CH:26]=[CH:25][C:24]=3[C:29]3[O:30][CH:31]=[CH:32][N:33]=3)=[N:17][CH:18]=[C:19]([Cl:21])[CH:20]=2)(=[O:9])=[O:10])=[CH:4][C:3]=1[C:35]([F:37])([F:38])[F:36]. Reported procedure: A mixture of 4-Chloro-N-[5-chloro-2-(2-oxazol-2-yl-benzoyl)-pyridin-3-yl]-N-methoxymethyl-3-trifluoromethyl-benzenesulfonamide (15 mg) in 2 mL of 4M HCl in dioxane and 1 mL of water was refluxed for 2 hours. After cooling to rt the mixture was concentrated, diluted with water and then sodium bicarbonate was added until pH was 6. The mixture was extracted with ethyl acetate, dried and concentrated. The residue was purified via flash column (35% ethyl acetate in hexane) to afford 8.0 mg of title c... The reactants are C(CCC)[Li] (Butyl lithium), CN1C(CN(CC1)CC1=CC=CC=C1)=O (1-Methyl-4-(phenylmethyl)piperazinone), C(C)(C)NC(C)C (diisopropylamine), BrCC(C)C (1-bromo-2-methylpropane). Solvent: C1CCOC1 (THF), CN(C)P(=O)(N(C)C)N(C)C (hexamethylphosphorotriamide), C(C)(=O)OCC (ethyl acetate). RXN SMILES: C([Li])CCC.[CH3:6][N:7]1[CH2:12][CH2:11][N:10]([CH2:13][C:14]2[CH:19]=[CH:18][CH:17]=[CH:16][CH:15]=2)[CH2:9][C:8]1=[O:20].C(NC(C)C)(C)C.Br[CH2:29][CH:30]([CH3:32])[CH3:31]>C1COCC1.C(OCC)(=O)C.CN(P(N(C)C)(N(C)C)=O)C>[CH3:6][N:7]1[CH2:12][CH2:11][N:10]([CH2:13][C:14]2[CH:15]=[CH:16][CH:17]=[CH:18][CH:19]=2)[CH:9]([CH2:29][CH:30]([CH3:32])[CH3:31])[C:8]1=[O:20]. Reported procedure: Butyl lithium (8.0 ml. of 1.6M in hexane, 0.012 mole) is added at -60° to a stirred solution of 1-methyl-4-(phenylmethyl)piperazinone (Example 46, 2.04 g., 0.010 mole), diisopropylamine (1.1 g., 0.011 mole) and hexamethylphosphorotriamide (2.0 ml.) in THF (25 ml.). The solution is allowed to warm to 20°-25°, 1-bromo-2-methylpropane (4.1 g., 0.030 mole) is added and the solution is refluxed for 3 hours. The THF is removed under reduced pressure and the residual oil is partitioned between chlorofo... Yields the product CN1C(C(N(CC1)CC1=CC=CC=C1)CC(C)C)=O (1-Methyl-3-(2-methylpropyl)-4-(phenylmethyl)piperazinone). Starting materials: O=C([O-])[O-], CCOC1Cc2c(ccc(O)c2C(=O)OC)O1, COc1cc(OC)nc(S(C)(=O)=O)n1, CN(C)C=O, [K+], [K+], O. Yields the product CCOC1Cc2c(ccc(Oc3nc(OC)cc(OC)n3)c2C(=O)OC)O1. Reaction SMILES: [C:32](=[O:33])([O-:34])[O-:35].[CH2:1]([CH3:2])[O:3][CH:4]1[O:5][c:6]2[c:7]([c:9]([C:14](=[O:15])[O:16][CH3:17])[c:10]([OH:13])[cH:11][cH:12]2)[CH2:8]1.[CH3:18][O:19][c:20]1[n:21][c:22]([S:28]([CH3:29])(=[O:30])=[O:31])[n:23][c:24]([O:26][CH3:27])[cH:25]1.[CH3:39][N:40]([CH3:41])[CH:42]=[O:43].[K+:36].[K+:37].[OH2:38]>>[CH2:1]([CH3:2])[O:3][CH:4]1[O:5][c:6]2[c:7]([c:9]([C:14](=[O:15])[O:16][CH3:17])[c:10]([O:13][c:22]3[n:21][c:20]([O:19][CH3:18])[cH:25][c:24]([O:26][CH3:27])[n:23]3)[cH:11][cH:12]2)[CH2:8]1. Starting materials: compound, C1(=CC=C(C=C1)S(=O)(=O)O)C (paratoluenesulphonic acid), C1(=CC=CC=C1)C (toluene), O (water), C(C)(=O)OCC (ethyl acetate). Product: COC1=C2C(CCSC2=CC=C1)(C)C (5-methoxy-4,4-dimethylthiochroman). RXN SMILES: [C:1]1(C)[CH:6]=[CH:5][C:4]([S:7](O)(=O)=O)=[CH:3][CH:2]=1.[C:12]1([CH3:18])[CH:17]=CC=[CH:14][CH:13]=1.O.[C:20](OCC)(=[O:22])C>>[CH3:20][O:22][C:2]1[CH:1]=[CH:6][CH:5]=[C:4]2[C:3]=1[C:12]([CH3:18])([CH3:17])[CH2:13][CH2:14][S:7]2. Reported procedure: 62.00 g (298.0 mmol) of the compound obtained in Example 10(a), 85.00 g (446.0 mmol) of paratoluenesulphonic acid and 500 ml of toluene are introduced into a round-bottomed flask. The mixture is heated at reflux for two hours, cooled, water and ethyl acetate are then added and extraction is carried out with ethyl acetate. The organic phase is separated by settling, washed with water and then using a saturated sodium chloride solution and dried over magnesium sulphate, and the solvents are evapor...